Dataset: the Open Reaction Database (ORD), a public repository of structured organic reaction records. Task: describe an organic reaction: reactants, conditions, products, and yield Starting materials: [BH4-], Cc1c(SCCN)ccnc1CSc1nc2ccccc2[nH]1, CCO, O=Cc1ccccc1, [Na+]. Yields the product Cc1c(SCCNCc2ccccc2)ccnc1CSc1nc2ccccc2[nH]1. RXN SMILES: [BH4-:31].[CH3:1][c:2]1[c:3]([CH2:12][S:13][c:14]2[n:15][c:16]3[c:17]([nH:18]2)[cH:19][cH:20][cH:21][cH:22]3)[n:4][cH:5][cH:6][c:7]1[S:8][CH2:9][CH2:10][NH2:11].[CH3:33][CH2:34][OH:35].[CH:23](=[O:24])[c:25]1[cH:26][cH:27][cH:28][cH:29][cH:30]1.[Na+:32]>>[CH3:1][c:2]1[c:3]([CH2:12][S:13][c:14]2[nH:15][c:16]3[c:17]([n:18]2)[cH:19][cH:20][cH:21][cH:22]3)[n:4][cH:5][cH:6][c:7]1[S:8][CH2:9][CH2:10][NH:11][CH2:23][c:25]1[cH:26][cH:27][cH:28][cH:29][cH:30]1. Reactants: CC(C(=O)C1=CC=C(C=C1)SC)(C)N1CCOCC1 (2-methyl-1-(4-methylthiophenyl)-2-morpholino-1-propanone), RuH2, C(=C)[Si](OCC)(OCC)OCC (vinyltriethoxysilane). The solvent is C1(=CC=CC=C1)C (toluene). The product is CC(C(=O)C1=C(C=C(C=C1)SC)CC[Si](OCC)(OCC)OCC)(C)N1CCOCC1 (2-methyl-1-[4-methylthio-2-(2-triethoxysilylethyl)phenyl]-2-morpholino-1-propanone). Isolated yield 5.4%. RXN SMILES: [CH3:1][C:2]([N:14]1[CH2:19][CH2:18][O:17][CH2:16][CH2:15]1)([CH3:13])[C:3]([C:5]1[CH:10]=[CH:9][C:8]([S:11][CH3:12])=[CH:7][CH:6]=1)=[O:4].[CH:20]([Si:22]([O:29][CH2:30][CH3:31])([O:26][CH2:27][CH3:28])[O:23][CH2:24][CH3:25])=[CH2:21]>C1(C)C=CC=CC=1>[CH3:13][C:2]([N:14]1[CH2:15][CH2:16][O:17][CH2:18][CH2:19]1)([CH3:1])[C:3]([C:5]1[CH:10]=[CH:9][C:8]([S:11][CH3:12])=[CH:7][C:6]=1[CH2:21][CH2:20][Si:22]([O:23][CH2:24][CH3:25])([O:26][CH2:27][CH3:28])[O:29][CH2:30][CH3:31])=[O:4]. Procedure: 11.18 g (40 mmol) of 2-methyl-1-(4-methylthiophenyl)-2-morpholino-1-propanone, 735 mg (0.8 mmol) of RuH2 (CO) (PPh3)3 and 10.0 ml (48 mmol) of vinyltriethoxysilane in 60 ml of anhydrous toluene were degase with argon for 1/2 hour and boiled at reflux for 50 hours. Concentration and chromatography (silica gel, CH2Cl2 /ethyl acetate) gave 1.02 g (6%) of a yellowish oil. 1H-NMR (CDCl3): 0.99 ppm (2H, mc, Et-H2); 1.22 ppm (6H, s, CH3); 1.24 ppm (9H, t, CH3 of Si(OEt)3); 2.50 ppm (3H, s, SCH3); 2.59 ... The reactants are CC=1N=C(SC1C)C1=CC=C(C=C1)O (4-(4,5-dimethyl-2-thiazolyl)phenol), BrCCCCCC1=CC(=NO1)C (5-(5-bromopentyl)-3-methylisoxazole). Solvent: C(C)(=O)OCC (ethyl acetate). Product: CC1=NOC(=C1)CCCCCOC1=CC=C(C=C1)C=1SC(=C(N1)C)C (3-Methyl-5-{5-[4(4,5-dimethyl-2-thiazolyl)phenoxy]pentyl}isoxazole). Reaction SMILES: [CH3:1][C:2]1[N:3]=[C:4]([C:8]2[CH:13]=[CH:12][C:11]([OH:14])=[CH:10][CH:9]=2)[S:5][C:6]=1[CH3:7].Br[CH2:16][CH2:17][CH2:18][CH2:19][CH2:20][C:21]1[O:25][N:24]=[C:23]([CH3:26])[CH:22]=1>C(OCC)(=O)C>[CH3:26][C:23]1[CH:22]=[C:21]([CH2:20][CH2:19][CH2:18][CH2:17][CH2:16][O:14][C:11]2[CH:12]=[CH:13][C:8]([C:4]3[S:5][C:6]([CH3:7])=[C:2]([CH3:1])[N:3]=3)=[CH:9][CH:10]=2)[O:25][N:24]=1. Reported procedure: 3-Methyl-5-{5-[4(4,5-dimethyl-2-thiazolyl)phenoxy]pentyl}isoxazole [II; R1 and R2 =H, Het=(4,5-dimethyl-2-thiazolyl)] was prepared from 2.0 g 4-(4,5-dimethyl-2-thiazolyl)phenol and 2.3 g 5-(5-bromopentyl)-3-methylisoxazole according to the procedure of Example 1: yield 2.5 g, m.p. 96°-97° C. (yellow to orange crystals from ethyl acetate). The reactants are ClCCl.C(C)O (dichloromethane ethanol), Cl.C1(=CC=CC=C1)N(C(=O)C1=CC2=C(N(C(=N2)CNC2=CC=C(C=C2)C(N)=N)C)C=C1)CC(OC)=C=O (1-methyl-2-[N-(4-amidinophenyl)aminomethyl]benzimidazol-5-yl-carboxylic acid-N-phenyl-N-(2-methoxy-carbonylethyl)amide hydrochloride), ClC(=O)OCCCCCC (n-hexyl chloroformate), C34H40N6O5. Yields the product C1(=CC=CC=C1)N(C(=O)C1=CC2=C(N(C(=N2)CNC2=CC=C(C=C2)C(NC(=O)OCCCCCC)=N)C)C=C1)CCC(=O)OC (1-Methyl-2-[N-[4-(N-n-hexyloxycarbonylamidino)phenyl]aminomethyl]benzimidazol-5-yl-carboxylic acid-N-phenyl-N-(2-methoxycarbonylethyl)amide). Isolated yield 54.0%. RXN SMILES: Cl.[C:2]1([N:8]([CH2:32][C:33](=[C:36]=[O:37])OC)[C:9]([C:11]2[CH:31]=[CH:30][C:14]3[N:15]([CH3:29])[C:16]([CH2:18][NH:19][C:20]4[CH:25]=[CH:24][C:23]([C:26](=[NH:28])[NH2:27])=[CH:22][CH:21]=4)=[N:17][C:13]=3[CH:12]=2)=[O:10])[CH:7]=[CH:6][CH:5]=[CH:4][CH:3]=1.Cl[C:39]([O:41][CH2:42][CH2:43][CH2:44][CH2:45][CH2:46][CH3:47])=[O:40].ClCCl.[CH2:51]([OH:53])C>>[C:2]1([N:8]([CH2:32][CH2:33][C:36]([O:53][CH3:51])=[O:37])[C:9]([C:11]2[CH:31]=[CH:30][C:14]3[N:15]([CH3:29])[C:16]([CH2:18][NH:19][C:20]4[CH:25]=[CH:24][C:23]([C:26](=[NH:28])[NH:27][C:39]([O:41][CH2:42][CH2:43][CH2:44][CH2:45][CH2:46][CH3:47])=[O:40])=[CH:22][CH:21]=4)=[N:17][C:13]=3[CH:12]=2)=[O:10])[CH:3]=[CH:4][CH:5]=[CH:6][CH:7]=1 |f:0.1,3.4|. Procedure details: Prepared analogously to Example 90 from 1-methyl-2-[N-(4-amidinophenyl)aminomethyl]benzimidazol-5-yl-carboxylic acid-N-phenyl-N-(2-methoxy-carbonylethyl)amide hydrochloride and n-hexyl chloroformate. Yield: 54% of theory, C34H40N6O5 (612.7); Rf value: 0.45 (silica gel; dichloromethane/ethanol=19:1); EKA mass spectrum: (M+H)+=613. Reactants: C(C1=CC=CC=C1)(=O)C1=CC=C(C(=O)N2CC3=C(CC2)C=CO3)C=C1 (6-(4-benzoylbenzoyl)-4,5,6,7-tetrahydrofuro[2,3-c]pyridine), N1CCCC1 (pyrrolidine), C=O (formaldehyde). The solvent is C(C)(=O)O (acetic acid). Reaction conditions: temperature 100 celsius, time 0.5 hour. Product: C(C1=CC=CC=C1)(=O)C1=CC=C(C(=O)N2CC3=C(CC2)C=C(O3)CN3CCCC3)C=C1 (6-(4-benzoylbenzoyl)-2-(1-pyrrolidinylmethyl)-4,5,6,7-tetrahydrofuro[2,3-c]pyridine). As a reaction SMILES: [C:1]([C:9]1[CH:25]=[CH:24][C:12]([C:13]([N:15]2[CH2:20][CH2:19][C:18]3[CH:21]=[CH:22][O:23][C:17]=3[CH2:16]2)=[O:14])=[CH:11][CH:10]=1)(=[O:8])[C:2]1[CH:7]=[CH:6][CH:5]=[CH:4][CH:3]=1.[NH:26]1[CH2:30][CH2:29][CH2:28][CH2:27]1.[CH2:31]=O>C(O)(=O)C>[C:1]([C:9]1[CH:10]=[CH:11][C:12]([C:13]([N:15]2[CH2:20][CH2:19][C:18]3[CH:21]=[C:22]([CH2:31][N:26]4[CH2:30][CH2:29][CH2:28][CH2:27]4)[O:23][C:17]=3[CH2:16]2)=[O:14])=[CH:24][CH:25]=1)(=[O:8])[C:2]1[CH:3]=[CH:4][CH:5]=[CH:6][CH:7]=1. Reported procedure: To a solution of 0.229 g (0.691 mmol) of 6-(4-benzoylbenzoyl)-4,5,6,7-tetrahydrofuro[2,3-c]pyridine in 10 ml of acetic acid, 0.09 ml (1.0 mmol) of pyrrolidine and 84 mg (1.0 mmol) of 37% aqueous formaldehyde were added, followed by stirring at 100° C. for 0.5 hours. After the solvent was distilled off under reduced pressure, the residual solution was alkalified with aqueous sodium hydroxide and extracted with ethyl acetate 3 times. The combined organic layer was dried over anhydrous magnesium su... Starting materials: C(C)OC(=O)C=1C(N(C2=NC=CC=C2C1O)C)=O (4-hydroxy-1,2-dihydro-1-methyl-2-oxo-1,8-naphthyridine-3-carboxylic acid ethyl ester), P(=O)(Cl)(Cl)Cl (phosphorus oxychloride). The product is ClC1=C(C(N(C2=NC=CC=C12)C)=O)C(=O)OCC (4-Chloro-1,2-Dihydro-1-Methyl-2-Oxo-1,8-Naphthyridine-3-Carboxylic Acid, Ethyl Ester). Reaction SMILES: [CH2:1]([O:3][C:4]([C:6]1[C:7](=[O:18])[N:8]([CH3:17])[C:9]2[C:14]([C:15]=1O)=[CH:13][CH:12]=[CH:11][N:10]=2)=[O:5])[CH3:2].P(Cl)(Cl)([Cl:21])=O>>[Cl:21][C:15]1[C:14]2[C:9](=[N:10][CH:11]=[CH:12][CH:13]=2)[N:8]([CH3:17])[C:7](=[O:18])[C:6]=1[C:4]([O:3][CH2:1][CH3:2])=[O:5]. Procedure: A stirred mixture of 1.7 g. of 4-hydroxy-1,2-dihydro-1-methyl-2-oxo-1,8-naphthyridine-3-carboxylic acid ethyl ester in 25 ml. of phosphorus oxychloride was heated under reflux for 2 hours. The phosphorus oxychloride was removed in a rotary evaporator and the residue was poured into 100 ml. of ice water. The precipitate which formed was collected, air dried and a small amount of the 1.9 g. was recrystallized from heptane twice to give the analytical sample of the title compound, m.p. 132°-135° C. Starting materials: CC(=O)O[BH-](OC(C)=O)OC(C)=O, CC1(C)CN(C2COC2)CCN1, O=Cc1cc2nc(Cl)nc(N3CCOCC3)c2s1, [Na+]. The product is CC1(C)CN(C2COC2)CCN1Cc1cc2nc(Cl)nc(N3CCOCC3)c2s1. Reaction SMILES: [C:31]([O:32][BH-:33]([O:34][C:35](=[O:36])[CH3:37])[O:38][C:39](=[O:40])[CH3:41])(=[O:42])[CH3:43].[CH3:19][C:20]1([CH3:30])[CH2:21][N:22]([CH:26]2[CH2:27][O:28][CH2:29]2)[CH2:23][CH2:24][NH:25]1.[Cl:1][c:2]1[n:3][c:4]([N:13]2[CH2:14][CH2:15][O:16][CH2:17][CH2:18]2)[c:5]2[c:6]([n:7]1)[cH:8][c:9]([CH:11]=[O:12])[s:10]2.[Na+:44]>>[Cl:1][c:2]1[n:3][c:4]([N:13]2[CH2:14][CH2:15][O:16][CH2:17][CH2:18]2)[c:5]2[c:6]([n:7]1)[cH:8][c:9]([CH2:11][N:25]1[C:20]([CH3:19])([CH3:30])[CH2:21][N:22]([CH:26]3[CH2:27][O:28][CH2:29]3)[CH2:23][CH2:24]1)[s:10]2. Reactants: O=S(=O)(O)Cl, Cc1ccccc1[N+](=O)[O-], NS(=O)(=O)O, O. The product is Cc1ccc(S(=O)(=O)Cl)cc1[N+](=O)[O-]. RXN SMILES: [Cl:11][S:12](=[O:13])(=[O:14])[OH:15].[N+:1](=[O:2])([O-:3])[c:4]1[c:5]([CH3:10])[cH:6][cH:7][cH:8][cH:9]1.[NH2:16][S:17](=[O:18])(=[O:19])[OH:20].[OH2:21]>>[N+:1](=[O:2])([O-:3])[c:4]1[c:5]([CH3:10])[cH:6][cH:7][c:8]([S:12]([Cl:11])(=[O:13])=[O:14])[cH:9]1. Reactants: CO, Cc1ccccc1, CN(C(=O)OC(C)(C)C)c1cc(Oc2cccc(N3CCOCC3)c2)ccc1[N+](=O)[O-]. The product is CN(C(=O)OC(C)(C)C)c1cc(Oc2cccc(N3CCOCC3)c2)ccc1N. Reaction SMILES: [CH3:32][OH:33].[CH3:34][c:35]1[cH:36][cH:37][cH:38][cH:39][cH:40]1.[O:1]1[CH2:2][CH2:3][N:4]([c:7]2[cH:8][c:9]([O:10][c:11]3[cH:12][cH:13][c:14]([N+:26]([O-:27])=[O:28])[c:15]([N:17]([C:18]([O:19][C:20]([CH3:21])([CH3:22])[CH3:23])=[O:24])[CH3:25])[cH:16]3)[cH:29][cH:30][cH:31]2)[CH2:5][CH2:6]1>>[O:1]1[CH2:2][CH2:3][N:4]([c:7]2[cH:8][c:9]([O:10][c:11]3[cH:12][cH:13][c:14]([NH2:26])[c:15]([N:17]([C:18]([O:19][C:20]([CH3:21])([CH3:22])[CH3:23])=[O:24])[CH3:25])[cH:16]3)[cH:29][cH:30][cH:31]2)[CH2:5][CH2:6]1. Starting materials: C(C)OC(C(C1CCCCC1)N1C(=NC2=C1C=C(C(=C2)F)F)C2=CC=C(C=C2)Cl)=O ([2-(4-chloro-phenyl)-5,6-difluoro-benzoimidazol-1-yl]-cyclohexyl-acetic acid ethyl ester), O.[OH-].[Li+] (lithium hydroxide monohydrate). Run in O1CCOCC1 (dioxan), O (water). Run at temperature 100 celsius, time 2 hour. The product is ClC1=CC=C(C=C1)C1=NC2=C(N1C(C(=O)O)C1CCCCC1)C=C(C(=C2)F)F ([2-(4-Chloro-phenyl)-5,6-difluoro-benzoimidazol-1-yl]-cyclohexyl-acetic acid). Isolated yield 97.5%. Reaction SMILES: C([O:3][C:4](=[O:30])[CH:5]([N:12]1[C:16]2[CH:17]=[C:18]([F:22])[C:19]([F:21])=[CH:20][C:15]=2[N:14]=[C:13]1[C:23]1[CH:28]=[CH:27][C:26]([Cl:29])=[CH:25][CH:24]=1)[CH:6]1[CH2:11][CH2:10][CH2:9][CH2:8][CH2:7]1)C.O.[OH-].[Li+]>O1CCOCC1.O>[Cl:29][C:26]1[CH:27]=[CH:28][C:23]([C:13]2[N:12]([CH:5]([CH:6]3[CH2:7][CH2:8][CH2:9][CH2:10][CH2:11]3)[C:4]([OH:30])=[O:3])[C:16]3[CH:17]=[C:18]([F:22])[C:19]([F:21])=[CH:20][C:15]=3[N:14]=2)=[CH:24][CH:25]=1 |f:1.2.3|. Reported procedure: To the solution of 24 g (0.055 mol) [2-(4-chloro-phenyl)-5,6-difluoro-benzoimidazol-1-yl]-cyclohexyl-acetic acid ethyl ester in 240 ml dioxan, 240 ml water and 7.0 g (0.166 mol) lithium hydroxide monohydrate were added. The solution was stirred for 2 h at 100° C. After cooling to room temperature the organic solvent was evaporated. Under stirring 162 ml 1M hydrochloric acid were added. The resulting suspension was filtered, the filter cake washed with water and dried under high vacuum to give 21...